This data is from the Open Reaction Database (ORD), a public repository of structured organic reaction records. The task is: describe an organic reaction: reactants, conditions, products, and yield Reaction SMILES: [CH2:22]1[O:23][CH2:24][CH2:25][O:26][CH2:27][CH2:28][O:29][CH2:30][CH2:31][O:32][CH2:33][CH2:34][O:35][CH2:36][CH2:37][O:38][CH2:39]1.[CH3:40][N:41]([CH3:42])[CH:43]=[O:44].[Cl:3][c:4]1[c:5](-[n:12]2[n:13][n:14][nH:15][c:16]2=[O:17])[cH:6][c:7]([Cl:11])[c:8]([Cl:10])[cH:9]1.[H-:1].[I:18][CH2:19][CH2:20][CH3:21].[Na+:2].[OH2:45]>>[Cl:3][c:4]1[c:5](-[n:12]2[n:13][n:14][n:15]([CH2:19][CH2:20][CH3:21])[c:16]2=[O:17])[cH:6][c:7]([Cl:11])[c:8]([Cl:10])[cH:9]1. Reactants: C1COCCOCCOCCOCCOCCO1, CN(C)C=O, O=c1[nH]nnn1-c1cc(Cl)c(Cl)cc1Cl, [H-], CCCI, [Na+], O. Yields the product CCCn1nnn(-c2cc(Cl)c(Cl)cc2Cl)c1=O. Reactants: ClCCl, OC1CCC(COc2ccc(F)cc2)O1, O=S(=O)(O)c1ccccc1. Product: O=S(=O)(c1ccccc1)C1CCC(COc2ccc(F)cc2)O1. Reaction SMILES: [Cl:26][CH2:27][Cl:28].[F:11][c:12]1[cH:13][cH:14][c:15]([O:16][CH2:17][CH:18]2[O:19][CH:20]([OH:23])[CH2:21][CH2:22]2)[cH:24][cH:25]1.[c:1]1([S:7](=[O:8])(=[O:9])[OH:10])[cH:2][cH:3][cH:4][cH:5][cH:6]1>>[c:1]1([S:7](=[O:9])(=[O:10])[CH:20]2[O:19][CH:18]([CH2:17][O:16][c:15]3[cH:14][cH:13][c:12]([F:11])[cH:25][cH:24]3)[CH2:22][CH2:21]2)[cH:2][cH:3][cH:4][cH:5][cH:6]1.